From a dataset of the Open Reaction Database (ORD), a public repository of structured organic reaction records. describe an organic reaction: reactants, conditions, products, and yield Reported procedure: tert-Butyl (S)-1-(5-(3-hydroxy-4-nitrophenyl)-1,3,4-thiadiazol-2-yl-boc-amino)-3-(4-(trifluoromethyl)phenyl)propan-2-ylcarbamate (400 mg, 625 μmol) was dissolved in 100 mL MeOH in a 500 mL round bottom flask. To this flask was added 10% Pd/C (100 mg pre-wet with water) and 1.5 mL acetic acid. The mixture was stirred under an atmosphere of hydrogen under balloon pressure for 2 hours. After filtration through a pad of celite, the solution was evaporated to dryness. The residue was re-dissolved in ... Solvent: CO (MeOH). As a reaction SMILES: [OH:1][C:2]1[CH:3]=[C:4]([C:11]2[S:15][C:14]([N:16]([C:38]([O:40][C:41]([CH3:44])([CH3:43])[CH3:42])=[O:39])[CH2:17][C@@H:18]([NH:30][C:31](=[O:37])[O:32][C:33]([CH3:36])([CH3:35])[CH3:34])[CH2:19][C:20]3[CH:25]=[CH:24][C:23]([C:26]([F:29])([F:28])[F:27])=[CH:22][CH:21]=3)=[N:13][N:12]=2)[CH:5]=[CH:6][C:7]=1[N+:8]([O-])=O.C(O)(=O)C>CO.[Pd]>[OH:1][C:2]1[CH:3]=[C:4]([C:11]2[S:15][C:14]([N:16]([C:38]([O:40][C:41]([CH3:44])([CH3:43])[CH3:42])=[O:39])[CH2:17][C@@H:18]([NH:30][C:31](=[O:37])[O:32][C:33]([CH3:34])([CH3:35])[CH3:36])[CH2:19][C:20]3[CH:21]=[CH:22][C:23]([C:26]([F:27])([F:28])[F:29])=[CH:24][CH:25]=3)=[N:13][N:12]=2)[CH:5]=[CH:6][C:7]=1[NH2:8]. The reagents and catalysts are [Pd] (Pd/C). Conditions: time 2 hour. Starting materials: OC=1C=C(C=CC1[N+](=O)[O-])C1=NN=C(S1)N(C[C@H](CC1=CC=C(C=C1)C(F)(F)F)NC(OC(C)(C)C)=O)C(=O)OC(C)(C)C (tert-Butyl (S)-1-(5-(3-hydroxy-4-nitrophenyl)-1,3,4-thiadiazol-2-yl-boc-amino)-3-(4-(trifluoromethyl)phenyl)propan-2-ylcarbamate), C(C)(=O)O (acetic acid). The product is OC=1C=C(C=CC1N)C1=NN=C(S1)N(C[C@H](CC1=CC=C(C=C1)C(F)(F)F)NC(OC(C)(C)C)=O)C(=O)OC(C)(C)C (tert-Butyl (S)-1-(5-(3-hydroxy-4-aminophenyl)-1,3,4-thiadiazol-2-yl-boc-amino)-3-(4-(trifluoromethyl)phenyl)propan-2-ylcarbamate). The yield is 52.5%. The reactants are CCO, CC1(C)CC(c2cccc([N+](=O)[O-])c2)Nc2ccc(Cl)cc21, [Fe], O. Yields the product CC1(C)CC(c2cccc(N)c2)Nc2ccc(Cl)cc21. RXN SMILES: [CH2:25]([OH:26])[CH3:27].[Cl:1][c:2]1[cH:3][c:4]2[c:9]([cH:10][cH:11]1)[NH:8][CH:7]([c:12]1[cH:13][c:14]([N+:18]([O-:19])=[O:20])[cH:15][cH:16][cH:17]1)[CH2:6][C:5]2([CH3:21])[CH3:22].[Fe:23].[OH2:24]>>[Cl:1][c:2]1[cH:3][c:4]2[c:9]([cH:10][cH:11]1)[NH:8][CH:7]([c:12]1[cH:13][c:14]([NH2:18])[cH:15][cH:16][cH:17]1)[CH2:6][C:5]2([CH3:21])[CH3:22]. Starting materials: [Al+3], CCc1ccc2c(c1)Cc1ccccc1-2, CCCCc1ccc2c(c1)Cc1ccccc1-2, CC(=O)OC(C)=O, [Cl-], [Cl-], [Cl-], CC(Cl)Cl. The product is CCCCc1ccc2c(c1)Cc1cc(C(C)=O)ccc1-2. Reaction SMILES: [Al+3:41].[CH2:18]([c:19]1[cH:20][cH:21][c:22]2[c:30]([cH:31]1)[CH2:29][c:24]1[c:23]-2[cH:28][cH:27][cH:26][cH:25]1)[CH3:32].[CH2:1]([CH2:2][CH2:3][CH3:4])[c:5]1[cH:6][c:7]2[c:15]([cH:16][cH:17]1)-[c:14]1[c:9]([cH:10][cH:11][cH:12][cH:13]1)[CH2:8]2.[CH3:33][C:34](=[O:35])[O:36][C:37](=[O:38])[CH3:39].[Cl-:40].[Cl-:42].[Cl-:43].[Cl:44][CH:45]([Cl:46])[CH3:47]>>[CH2:1]([CH2:2][CH2:3][CH3:4])[c:5]1[cH:6][c:7]2[c:15]([cH:16][cH:17]1)-[c:14]1[c:9]([cH:10][c:11]([C:34]([CH3:33])=[O:35])[cH:12][cH:13]1)[CH2:8]2.